This data is from the Open Reaction Database (ORD), a public repository of structured organic reaction records. The task is: describe an organic reaction: reactants, conditions, products, and yield Reactants: 4-alkoxy-2-morpholino-5-pyrimidinols, S(=O)(=O)(O)O.N1(CCOCC1)C(N)=N (4-morpholinecarboximidamide sulfate), C(C1=CC=CC=C1)OCC(=O)OCC (ethyl benzyloxyacetate), C(=O)OCC (ethyl formate), [H-].[Na+] (sodium hydride). Run in C1(=CC=CC=C1)C (toluene). Product: C(C1=CC=CC=C1)OC=1C(=NC(=NC1)N1CCOCC1)O (5-benzyloxy-2-morpholino-4-pyrimidinol). RXN SMILES: [CH2:1]([O:8][CH2:9][C:10]([O:12]CC)=O)[C:2]1[CH:7]=[CH:6][CH:5]=[CH:4][CH:3]=1.[CH:15](OCC)=O.[H-].[Na+].S(O)(O)(=O)=O.[N:27]1([C:33](=[NH:35])[NH2:34])[CH2:32][CH2:31][O:30][CH2:29][CH2:28]1>C1(C)C=CC=CC=1>[CH2:1]([O:8][C:9]1[C:10]([OH:12])=[N:35][C:33]([N:27]2[CH2:32][CH2:31][O:30][CH2:29][CH2:28]2)=[N:34][CH:15]=1)[C:2]1[CH:3]=[CH:4][CH:5]=[CH:6][CH:7]=1 |f:2.3,4.5|. Procedure details: The 4-alkoxy-2-morpholino-5-pyrimidinols (D represents alkoxy) can be prepared by reacting a 1:1 mixture of ethyl benzyloxyacetate and ethyl formate with sodium hydride in toluene and the product is then reacted with 4-morpholinecarboximidamide sulfate to give 5-benzyloxy-2-morpholino-4-pyrimidinol. The latter compound is converted to 5-benzyloxy-4-chloro-2-morpholinopyrimidine by reaction with phosphorus oxychloride. The ring chlorine is then replaced by an alkoxy group with an alkali alkoxide ... The reactants are [K+].OCC=1C=C(C=CC1)C(/C=C/C1=CC=C(C=C1)/C=C/C(=O)[O-])=O ((E)-3-{4-[(E)-3-(3-hydroxymethyl-phenyl)-3-oxo-propenyl]-phenyl}-acrylic acid potassium salt), C(CCl)Cl (EDC), C=1C=CC2=C(C1)N=NN2O (HOBT), TEA, NOC1OCCCC1 (NH2OTHP). The solvent is C1CCOC1 (THF), CN(C)C=O (DMF). Conditions: time 12 hour. The product is OCC=1C=C(C=CC1)C(/C=C/C1=CC=C(C=C1)/C=C/C(=O)NOC1OCCCC1)=O ((E)-3-{4-[(E)-3-(3-hydroxymethyl-phenyl)-3-oxo-propenyl]-phenyl}-N-(tetrahydro-pyran-2-yloxy)-acrylamide). Isolated yield 81.8%. As a reaction SMILES: [K+].[OH:2][CH2:3][C:4]1[CH:5]=[C:6]([C:10](=[O:24])/[CH:11]=[CH:12]/[C:13]2[CH:18]=[CH:17][C:16](/[CH:19]=[CH:20]/[C:21]([O-:23])=O)=[CH:15][CH:14]=2)[CH:7]=[CH:8][CH:9]=1.C(Cl)CCl.C1C=CC2N(O)N=NC=2C=1.[NH2:39][O:40][CH:41]1[CH2:46][CH2:45][CH2:44][CH2:43][O:42]1>C1COCC1.CN(C=O)C>[OH:2][CH2:3][C:4]1[CH:5]=[C:6]([C:10](=[O:24])/[CH:11]=[CH:12]/[C:13]2[CH:14]=[CH:15][C:16](/[CH:19]=[CH:20]/[C:21]([NH:39][O:40][CH:41]3[CH2:46][CH2:45][CH2:44][CH2:43][O:42]3)=[O:23])=[CH:17][CH:18]=2)[CH:7]=[CH:8][CH:9]=1 |f:0.1|. Procedure details: A mixture of (E)-3-{4-[(E)-3-(3-hydroxymethyl-phenyl)-3-oxo-propenyl]-phenyl}-acrylic acid potassium salt (1.25 g, 3.6 mmol), EDC (828 mg, 4.32 mmol), HOBT (584 mg, 4.32 mmol), TEA (1.0 ml, 7.2 mmol), NH2OTHP (421 mg, 3.60 mmol) in THF (20 ml) and DMF (20 ml) was stirred at room temperature for 12 h and then partitioned between water and AcOEt. The organic phase was washed with water, dried over Na2SO4 and evaporated in vacuo. The crude reaction mixture was purified by column chromatography (elu... Reactants: C(C)OC(C(CNC(=O)CC1=CC(=C(C=C1)OC)OC)C1=CC(=C(C=C1)OC)OC)=O (2-(3,4-dimethoxyphenyl)-3-{{[(3,4-dimethoxyphenyl)methyl]carbonyl}amino}propanoic acid ethyl ester), [OH-].[Na+] (sodium hydroxide). The solvent is C(C)O (ethanol). Yields the product COC=1C=C(C=CC1OC)C(C(=O)O)CNC(=O)CC1=CC(=C(C=C1)OC)OC (2-(3,4-dimethoxyphenyl)-3-{{[(3,4-dimethoxyphenyl)methyl]carbonyl}amino}propanoic acid). Yield: 63.4%. RXN SMILES: C([O:3][C:4](=[O:31])[CH:5]([C:21]1[CH:26]=[CH:25][C:24]([O:27][CH3:28])=[C:23]([O:29][CH3:30])[CH:22]=1)[CH2:6][NH:7][C:8]([CH2:10][C:11]1[CH:16]=[CH:15][C:14]([O:17][CH3:18])=[C:13]([O:19][CH3:20])[CH:12]=1)=[O:9])C.[OH-].[Na+]>C(O)C>[CH3:30][O:29][C:23]1[CH:22]=[C:21]([CH:5]([CH2:6][NH:7][C:8]([CH2:10][C:11]2[CH:16]=[CH:15][C:14]([O:17][CH3:18])=[C:13]([O:19][CH3:20])[CH:12]=2)=[O:9])[C:4]([OH:31])=[O:3])[CH:26]=[CH:25][C:24]=1[O:27][CH3:28] |f:1.2|. Reported procedure: A mixture of 18.4 g of 2-(3,4-dimethoxyphenyl)-3-{{[(3,4-dimethoxyphenyl)methyl]carbonyl}amino}propanoic acid ethyl ester, 50 ml of ethanol, and 65 ml of 10% sodium hydroxide was refluxed for 2 hours, concentrated to remove ethanol, and diluted with water. The aqueous layer was washed with ethyl acetate, acidified with excess 6N hydrochloric acid, and the product was extracted with ethyl acetate, dried, and evaporated. Trituration of the residue with ether provided 10.9 g of insoluble 2-(3,4-dim... Reactants: COC=1C(=C2C=CC=C(C2=CC1)C(N(CC(=O)OC)C)=S)C(C(F)(F)F)(F)F (N-[[6-methoxy-5-(pentafluoroethyl)-1-naphthalenyl]thioxomethyl]-N-methylglycine, methyl ester), COCCO (2-methoxyethanol), [OH-].[Na+] (sodium hydroxide), ester, Cl (hydrochloric acid), crude material. The solvent is C(C)(=O)OCC.CCCCCC (ethyl acetate hexane). Reaction conditions: temperature 0 celsius. The product is COC=1C(=C2C=CC=C(C2=CC1)C(N(CC(=O)O)C)=S)C(C(F)(F)F)(F)F (N-[[6-methoxy-5-(pentafluoroethyl)-1-naphthalenyl]thioxomethyl]-N-methylglycine). Isolated yield 18.0%. Reaction SMILES: [CH3:1][O:2][C:3]1[C:4]([C:22]([F:28])([F:27])[C:23]([F:26])([F:25])[F:24])=[C:5]2[C:10](=[CH:11][CH:12]=1)[C:9]([C:13](=[S:21])[N:14]([CH3:20])[CH2:15][C:16]([O:18]C)=[O:17])=[CH:8][CH:7]=[CH:6]2.COCCO.[OH-].[Na+].Cl>C(OCC)(=O)C.CCCCCC>[CH3:1][O:2][C:3]1[C:4]([C:22]([F:28])([F:27])[C:23]([F:24])([F:25])[F:26])=[C:5]2[C:10](=[CH:11][CH:12]=1)[C:9]([C:13](=[S:21])[N:14]([CH3:20])[CH2:15][C:16]([OH:18])=[O:17])=[CH:8][CH:7]=[CH:6]2 |f:2.3,5.6|. Procedure details: The N-[[6-methoxy-5-(pentafluoroethyl)-1-naphthalenyl]thioxomethyl]-N-methylglycine, methyl ester (2.3 g, 5.46 mmol), 2-methoxyethanol (50 ml) and 2N aqueous sodium hydroxide (5.46 ml) were mixed at 0° C. and the mixture stirred at room temperature for 3 hours (until disappearance of the ester spot in t.l.c. with ethyl acetate/hexane 1:1). The mixture was cooled to 0° C., neutralized to pH 8 with 1N aqueous hydrochloric acid, evaporated, the residue triturated with water, the neutral material ex... Starting materials: NC=1C=C(C=CC1)O (3-aminophenol), OC=C1C(NC2=CC(=CC=C12)C(=O)C=1C=C(C=CC1)NC(=O)C=1SC(=CC1)C(C)=O)=O (5-Acetyl-thiophene-2-carboxylic acid [3-(3-hydroxymethylene-2-oxo-2,3-dihydro-1H-indole-6-carbonyl)-phenyl]-amide). Run in C1CCOC1 (THF), Hexanes. Conditions: temperature 65 celsius, time 24 hour. Yields the product OC=1C=C(C=CC1)NC=C1C(NC2=CC(=CC=C12)C(=O)C=1C=C(C=CC1)NC(=O)C=1SC(=CC1)C(C)=O)=O (5-Acetyl-thiophene-2-carboxylic acid (3-{3-[(3-hydroxy-phenylamino)-methylene]-2-oxo-2,3-dihydro-1H-indole-6-carbonyl}-phenyl)-amide). The yield is 81.8%. RXN SMILES: O[CH:2]=[C:3]1[C:11]2[C:6](=[CH:7][C:8]([C:12]([C:14]3[CH:15]=[C:16]([NH:20][C:21]([C:23]4[S:24][C:25]([C:28](=[O:30])[CH3:29])=[CH:26][CH:27]=4)=[O:22])[CH:17]=[CH:18][CH:19]=3)=[O:13])=[CH:9][CH:10]=2)[NH:5][C:4]1=[O:31].[NH2:32][C:33]1[CH:34]=[C:35]([OH:39])[CH:36]=[CH:37][CH:38]=1>C1COCC1>[OH:39][C:35]1[CH:34]=[C:33]([NH:32][CH:2]=[C:3]2[C:11]3[C:6](=[CH:7][C:8]([C:12]([C:14]4[CH:15]=[C:16]([NH:20][C:21]([C:23]5[S:24][C:25]([C:28](=[O:30])[CH3:29])=[CH:26][CH:27]=5)=[O:22])[CH:17]=[CH:18][CH:19]=4)=[O:13])=[CH:9][CH:10]=3)[NH:5][C:4]2=[O:31])[CH:38]=[CH:37][CH:36]=1. Procedure: A small screw cap test tube was charged with 5-Acetyl-thiophene-2-carboxylic acid [3-(3-hydroxymethylene-2-oxo-2,3-dihydro-1H-indole-6-carbonyl)-phenyl]-amide (as prepared in Example 54, 100 mg, 0.231 mmol) and THF (2 mL). To the resulting solution was added 3-aminophenol (27.76 mg, 0.254 mmol), and the mixture was stirred for 24 h at 65° C. Subsequently, the reaction mixture was cooled to room temperature. Hexanes were added to the reaction mixture. The solid precipitate that formed was washed ... The reactants are C(=O)(OC(C)(C)C)N[C@@H](CCCNC(=O)OCC1=CC=CC=C1)CO (Nα-Boc-Nδ-Cbz-ornithinol), C1=C(C=CC2=CC=CC=C12)O (2-naphthol), C1(=CC=CC=C1)P(C1=CC=CC=C1)C1=CC=CC=C1 (triphenylphosphine), C(C)(C)NC(=O)N=NC(=O)NC(C)C (N,N′-diisopropylazodicarboxamide). The solvent is ClCCl (dichloromethane), ClCCl (dichloromethane). Yields the product C1=C(C=CC2=CC=CC=C12)OC([C@@H](NC(=O)OC(C)(C)C)CCCNC(=O)OCC1=CC=CC=C1)=O (Nα-Boc-Nδ-Cbz-Ornithinyl 2-Naphthyl Ether). Isolated yield 65.1%. RXN SMILES: [C:1]([NH:8][C@H:9]([CH2:24][OH:25])[CH2:10][CH2:11][CH2:12][NH:13][C:14]([O:16][CH2:17][C:18]1[CH:23]=[CH:22][CH:21]=[CH:20][CH:19]=1)=[O:15])([O:3][C:4]([CH3:7])([CH3:6])[CH3:5])=[O:2].[CH:26]1[C:35]2[C:30](=[CH:31][CH:32]=[CH:33][CH:34]=2)[CH:29]=[CH:28][C:27]=1[OH:36].C1(P(C2C=CC=CC=2)C2C=CC=CC=2)C=CC=CC=1.C(NC(N=NC(NC(C)C)=O)=O)(C)C>ClCCl>[CH:26]1[C:35]2[C:30](=[CH:31][CH:32]=[CH:33][CH:34]=2)[CH:29]=[CH:28][C:27]=1[O:36][C:24](=[O:25])[C@H:9]([CH2:10][CH2:11][CH2:12][NH:13][C:14]([O:16][CH2:17][C:18]1[CH:19]=[CH:20][CH:21]=[CH:22][CH:23]=1)=[O:15])[NH:8][C:1]([O:3][C:4]([CH3:7])([CH3:5])[CH3:6])=[O:2]. Reported procedure: Solution of Nα-Boc-Nδ-Cbz-ornithinol (587 mg), dichloromethane (17 ml), 2-naphthol (288 mg), triphenylphosphine (524 mg) and N,N′-diisopropylazodicarboxamide (393 μl) was stirred for 12 hrs at 25° C., under nitrogen. The reaction mixture was poured into dichloromethane and washed successively with saturated sodium bicarbonate and brine. The organic phase was then dried over anhydrous sodium sulfate and concentrated in vacuo. Further purification by flash chromatography gave the titled product (5... The reactants are NC=1C=C(C(=O)NC=2C=CC3=C(N(C=N3)C(CC(=O)OCC)C3=CC=CC=C3)C2)C=CC1 (ethyl 3-{6-[(3-aminobenzoyl)amino]-1H-benzimidazol-1-yl}-3-phenylpropanoate), solution. Run in Cl (hydrochloric acid). Yields the product NC=1C=C(C(=O)NC=2C=CC3=C(N(C=N3)C(CC(=O)O)C3=CC=CC=C3)C2)C=CC1 (3-{6-[(3-Aminobenzoyl)amino]-1H-benzimidazol-1-yl}-3-phenylpropanoic acid), Phase II. Reaction SMILES: [NH2:1][C:2]1[CH:3]=[C:4]([CH:30]=[CH:31][CH:32]=1)[C:5]([NH:7][C:8]1[CH:9]=[CH:10][C:11]2[N:15]=[CH:14][N:13]([CH:16]([C:23]3[CH:28]=[CH:27][CH:26]=[CH:25][CH:24]=3)[CH2:17][C:18]([O:20]CC)=[O:19])[C:12]=2[CH:29]=1)=[O:6]>Cl>[NH2:1][C:2]1[CH:3]=[C:4]([CH:30]=[CH:31][CH:32]=1)[C:5]([NH:7][C:8]1[CH:9]=[CH:10][C:11]2[N:15]=[CH:14][N:13]([CH:16]([C:23]3[CH:24]=[CH:25][CH:26]=[CH:27][CH:28]=3)[CH2:17][C:18]([OH:20])=[O:19])[C:12]=2[CH:29]=1)=[O:6]. Procedure details: A solution of ethyl 3-{6-[(3-aminobenzoyl)amino]-1H-benzimidazol-1-yl}-3-phenylpropanoate (50 mg, 117 μmol) in hydrochloric acid (20 mL of a 5N solution) was stirred at room temperature for 96 hours. The solution was evaporated in vacuo, and the residue was purified by RP-HPLC to afford the title compound, [LCMS (Method A, Mobile Phase II) RT=3.36 min, MH+ 401]. Reactants: CCOCCOc1cc(C)c(-c2cccc(CO)c2)c(C)c1, CCCCP(CCCC)CCCC, Cc1ccccc1, CCCCCC, O=C(N=NC(=O)N1CCCCC1)N1CCCCC1, COC(=O)C=Cc1ccc(O)cc1. The product is CCOCCOc1cc(C)c(-c2cccc(COc3ccc(C=CC(=O)OC)cc3)c2)c(C)c1. Reaction SMILES: [CH2:14]([CH3:15])[O:16][CH2:17][CH2:18][O:19][c:20]1[cH:21][c:22]([CH3:35])[c:23](-[c:27]2[cH:28][c:29]([CH2:33][OH:34])[cH:30][cH:31][cH:32]2)[c:24]([CH3:26])[cH:25]1.[CH2:36]([P:37]([CH2:38][CH2:39][CH2:40][CH3:41])[CH2:42][CH2:43][CH2:44][CH3:45])[CH2:46][CH2:47][CH3:48].[CH3:67][c:68]1[cH:69][cH:70][cH:71][cH:72][cH:73]1.[CH3:74][CH2:75][CH2:76][CH2:77][CH2:78][CH3:79].[N:49]([C:50]([N:51]1[CH2:52][CH2:53][CH2:54][CH2:55][CH2:56]1)=[O:57])=[N:58][C:59]([N:60]1[CH2:61][CH2:62][CH2:63][CH2:64][CH2:65]1)=[O:66].[OH:1][c:2]1[cH:3][cH:4][c:5]([CH:8]=[CH:9][C:10](=[O:11])[O:12][CH3:13])[cH:6][cH:7]1>>[O:1]([c:2]1[cH:3][cH:4][c:5]([CH:8]=[CH:9][C:10](=[O:11])[O:12][CH3:13])[cH:6][cH:7]1)[CH2:33][c:29]1[cH:28][c:27](-[c:23]2[c:22]([CH3:35])[cH:21][c:20]([O:19][CH2:18][CH2:17][O:16][CH2:14][CH3:15])[cH:25][c:24]2[CH3:26])[cH:32][cH:31][cH:30]1. Reactants: Cc1cc(Cl)ncc1Br, ClC(Cl)Cl, O=C(OO)c1cccc(Cl)c1. Yields the product Cc1cc(Cl)[n+]([O-])cc1Br. RXN SMILES: [Br:1][c:2]1[c:3]([CH3:9])[cH:4][c:5]([Cl:8])[n:6][cH:7]1.[CH:21]([Cl:22])([Cl:23])[Cl:24].[OH:10][O:11][C:12]([c:13]1[cH:14][c:15]([Cl:16])[cH:17][cH:18][cH:19]1)=[O:20]>>[Br:1][c:2]1[c:3]([CH3:9])[cH:4][c:5]([Cl:8])[n+:6]([O-:10])[cH:7]1. Starting materials: BrCC(=O)N1C(CCC1)(C(=O)OCC)C(=O)OCC (diethyl 1-(bromoacetyl)-2,2-pyrrolidinedicarboxylate), C(C1=CC=CC=C1)N (benzylamine). Run in C(C)#N (acetonitrile). Conditions: time 3.5 hour. Product: O=C1C2(N(C(CN1CC1=CC=CC=C1)=O)CCC2)C(=O)OCC (ethyl 1,4-dioxo-2-(phenylmethyl)hexahydropyrrolo[1,2-a]pyrazine-8a(6H)-carboxylate). As a reaction SMILES: Br[CH2:2][C:3]([N:5]1[CH2:9][CH2:8][CH2:7][C:6]1([C:15]([O:17]CC)=O)[C:10]([O:12][CH2:13][CH3:14])=[O:11])=[O:4].[CH2:20]([NH2:27])[C:21]1[CH:26]=[CH:25][CH:24]=[CH:23][CH:22]=1>C(#N)C>[O:17]=[C:15]1[N:27]([CH2:20][C:21]2[CH:26]=[CH:25][CH:24]=[CH:23][CH:22]=2)[CH2:2][C:3](=[O:4])[N:5]2[CH2:9][CH2:8][CH2:7][C:6]12[C:10]([O:12][CH2:13][CH3:14])=[O:11]. Procedure: To a solution of diethyl 1-(bromoacetyl)-2,2-pyrrolidinedicarboxylate (D64, 950 mg) in acetonitrile (10 mL) at r.t, benzylamine (340 microL) was added. The resulting mixture was stirred at r.t. for 3.5 hours: the formation of a white solid was observed. The suspension was then filtered over a Gooch funnel. The organic filtrate was diluted with ethyl acetate (15 mL) and washed with water (2×10 mL). The organic phase was dried and concentrated in vacuo to a residue which was purified by flash chro...